This data is from the Open Reaction Database (ORD), a public repository of structured organic reaction records. The task is: describe an organic reaction: reactants, conditions, products, and yield Reactants: C(C)(=O)O (acetic acid), N(=[N+]=[N-])C1=C(C=C2C(C(=CN(C2=C1Br)C1=C(C=C(C(=C1)NC(=O)OC(C)(C)C)F)F)C(=O)OCC)=O)F (Ethyl 7-azido-8-bromo-1-(5-tert-butoxycarbonylamino-2,4-difluorophenyl)-6-fluoro-4-oxo-1,4-dihydroquinoline-3-carboxylate), [H][H] (hydrogen). The reagents and catalysts are [OH-].[Pd+2].[OH-] (palladium hydroxide). Run in CO (methanol). The product is NC1=C(C=C2C(C(=CN(C2=C1Br)C1=C(C=C(C(=C1)NC(=O)OC(C)(C)C)F)F)C(=O)OCC)=O)F (Ethyl 7-Amino-8-bromo-1-(5-tert-butoxycarbonylamino-2,4-difluorophenyl)-6-fluoro-4-oxo-1,4-dihydroquinoline-3-carboxylate). Isolated yield 68.1%. RXN SMILES: [N:1]([C:4]1[C:13]([Br:14])=[C:12]2[C:7]([C:8](=[O:36])[C:9]([C:31]([O:33][CH2:34][CH3:35])=[O:32])=[CH:10][N:11]2[C:15]2[CH:20]=[C:19]([NH:21][C:22]([O:24][C:25]([CH3:28])([CH3:27])[CH3:26])=[O:23])[C:18]([F:29])=[CH:17][C:16]=2[F:30])=[CH:6][C:5]=1[F:37])=[N+]=[N-].C(O)(=O)C.[H][H]>CO.[OH-].[Pd+2].[OH-]>[NH2:1][C:4]1[C:13]([Br:14])=[C:12]2[C:7]([C:8](=[O:36])[C:9]([C:31]([O:33][CH2:34][CH3:35])=[O:32])=[CH:10][N:11]2[C:15]2[CH:20]=[C:19]([NH:21][C:22]([O:24][C:25]([CH3:27])([CH3:26])[CH3:28])=[O:23])[C:18]([F:29])=[CH:17][C:16]=2[F:30])=[CH:6][C:5]=1[F:37] |f:4.5.6|. Procedure: Ethyl 7-azido-8-bromo-1-(5-tert-butoxycarbonylamino-2,4-difluorophenyl)-6-fluoro-4-oxo-1,4-dihydroquinoline-3-carboxylate (650 mg) was dissolved in methanol (20 ml). An acetic acid suspension (3 ml) of 20% palladium hydroxide (100 mg) was added to this solution, and the mixture was stirred at room temperature for 3 hours in a hydrogen atmosphere. After palladium hydroxide was removed by filtration, the solvent was distilled off under reduced pressure. The residue was subjected to column chromato... Starting materials: ClCC(=O)NNC(=O)C1=C(N=C2N1C=C(C=C2)C)C (N'-chloroacetyl-2,6-dimethylimidazo[1,2-a]pyridine-3-carbohydrazide), C([O-])([O-])=O.[K+].[K+] (potassium carbonate). The solvent is C(C)C(=O)C (methyl ethyl ketone), CN(C=O)C (dimethylformamide). Product: CC=1N=C2N(C=C(C=C2)C)C1C=1OCC(NN1)=O (2-(2,6-dimethylimidazo[1,2-a]pyridin-3-yl)-4,6-dihydro-1,3,4-oxadiazin-5-one). Isolated yield 16.4%. As a reaction SMILES: Cl[CH2:2][C:3]([NH:5][NH:6][C:7]([C:9]1[N:13]2[CH:14]=[C:15]([CH3:18])[CH:16]=[CH:17][C:12]2=[N:11][C:10]=1[CH3:19])=[O:8])=[O:4].C(=O)([O-])[O-].[K+].[K+]>C(C(C)=O)C.CN(C)C=O>[CH3:19][C:10]1[N:11]=[C:12]2[CH:17]=[CH:16][C:15]([CH3:18])=[CH:14][N:13]2[C:9]=1[C:7]1[O:8][CH2:2][C:3](=[O:4])[NH:5][N:6]=1 |f:1.2.3|. Procedure details: A mixture of 21 g of N'-chloroacetyl-2,6-dimethylimidazo[1,2-a]pyridine-3-carbohydrazide and 30 g of potassium carbonate in 200 ml of methyl ethyl ketone and 100 ml of dimethylformamide is stirred with refluxing for 5 hours. After insoluble substances are filtered off, the solvent is distilled off and water is added to the resultant residue. The precipitated crystals are collected by filtration and recrystallized from methanol to give 3 g of 2-(2,6-dimethylimidazo[1,2-a]pyridin-3-yl)-4,6-dihydro... Run in ClCCl (dichloromethane), O1CCOCC1 (dioxane). As a reaction SMILES: [F:1][C:2]([F:42])([C@H:35]1[CH2:40][CH2:39][C@H:38]([OH:41])[CH2:37][CH2:36]1)[O:3][C:4]1[CH:9]=[CH:8][C:7]([C:10]2[CH:15]=[CH:14][N:13]([CH2:16][CH2:17][C@@:18]([CH3:33])([S:29]([CH3:32])(=[O:31])=[O:30])[C:19]([NH:21][O:22]C3CCCCO3)=[O:20])[C:12](=[O:34])[CH:11]=2)=[CH:6][CH:5]=1.Cl.CO>ClCCl.O1CCOCC1>[F:42][C:2]([F:1])([C@H:35]1[CH2:36][CH2:37][C@H:38]([OH:41])[CH2:39][CH2:40]1)[O:3][C:4]1[CH:9]=[CH:8][C:7]([C:10]2[CH:15]=[CH:14][N:13]([CH2:16][CH2:17][C@@:18]([CH3:33])([S:29]([CH3:32])(=[O:31])=[O:30])[C:19]([NH:21][OH:22])=[O:20])[C:12](=[O:34])[CH:11]=2)=[CH:6][CH:5]=1. Reported procedure: To a stirred solution of (2R)-4-[4-{4-[difluoro(trans-4-hydroxycyclohexyl)methoxy]phenyl}-2-oxopyridin-1(2H)-yl]-2-methyl-2-(methylsulfonyl)-N-(tetrahydro-2H-pyran-2-yloxy)butanamide (280 mg, 0.473 mM) in 2.3 mL of dichloromethane was added a solution of 4 M HCl in dioxane (0.120 mL, 0.473 mM). The reaction mixture was allowed to stir for 20 minutes before being treated with 0.5 mL of MeOH. Reaction was concentrated in vacuo and purified by reverse phase (Shimadzu) prep HPLC 35 mg, (14%). LCMS 5... Yields the product FC(OC1=CC=C(C=C1)C1=CC(N(C=C1)CC[C@](C(=O)NO)(S(=O)(=O)C)C)=O)([C@@H]1CC[C@H](CC1)O)F ((2R)-4-[4-{4-[difluoro(trans-4-hydroxycyclohexyl)methoxy]phenyl}-2-oxopyridin-1(2H)-yl]-N-hydroxy-2-methyl-2-(methylsulfonyl)butanamide). The reactants are CO (MeOH), FC(OC1=CC=C(C=C1)C1=CC(N(C=C1)CC[C@](C(=O)NOC1OCCCC1)(S(=O)(=O)C)C)=O)([C@@H]1CC[C@H](CC1)O)F ((2R)-4-[4-{4-[difluoro(trans-4-hydroxycyclohexyl)methoxy]phenyl}-2-oxopyridin-1(2H)-yl]-2-methyl-2-(methylsulfonyl)-N-(tetrahydro-2H-pyran-2-yloxy)butanamide), Cl (HCl). Run at time 20 minute. The reactants are Cl.N[C@@H]1CC[C@H](CC1)NC(=O)C1=C(NC2=C1N=CN=C2C2=C(C=CC(=C2)F)OCC2CC2)C (N-(trans-4-aminocyclohexyl)-4-[2-(cyclopropylmethoxy)-5-fluorophenyl]-6-methyl-5H-pyrrolo[3,2-d]pyrimidine-7-carboxamide hydrochloride), C(C)(=O)Cl (acetyl chloride). The product is C(C)(=O)N[C@@H]1CC[C@H](CC1)NC(=O)C1=C(NC2=C1N=CN=C2C2=C(C=CC(=C2)F)OCC2CC2)C (N-(trans-4-acetamidocyclohexyl)-4-[2-(cyclopropylmethoxy)-5-fluorophenyl]-6-methyl-5H-pyrrolo[3,2-d]pyrimidine-7-carboxamide). As a reaction SMILES: Cl.[NH2:2][C@H:3]1[CH2:8][CH2:7][C@H:6]([NH:9][C:10]([C:12]2[C:16]3[N:17]=[CH:18][N:19]=[C:20]([C:21]4[CH:26]=[C:25]([F:27])[CH:24]=[CH:23][C:22]=4[O:28][CH2:29][CH:30]4[CH2:32][CH2:31]4)[C:15]=3[NH:14][C:13]=2[CH3:33])=[O:11])[CH2:5][CH2:4]1.[C:34](Cl)(=[O:36])[CH3:35]>>[C:34]([NH:2][C@H:3]1[CH2:8][CH2:7][C@H:6]([NH:9][C:10]([C:12]2[C:16]3[N:17]=[CH:18][N:19]=[C:20]([C:21]4[CH:26]=[C:25]([F:27])[CH:24]=[CH:23][C:22]=4[O:28][CH2:29][CH:30]4[CH2:31][CH2:32]4)[C:15]=3[NH:14][C:13]=2[CH3:33])=[O:11])[CH2:5][CH2:4]1)(=[O:36])[CH3:35] |f:0.1|. Procedure details: Starting from N-(trans-4-aminocyclohexyl)-4-[2-(cyclopropylmethoxy)-5-fluorophenyl]-6-methyl-5H-pyrrolo[3,2-d]pyrimidine-7-carboxamide hydrochloride (example D.f13) and commercially acetyl chloride the title compound is obtained as colorless solid. Starting materials: COCc1nc2c(OC)ccc(C(=O)OC)c2[nH]1, CO, [Na+], [OH-]. The product is COCc1nc2c(OC)ccc(C(=O)O)c2[nH]1. As a reaction SMILES: [CH3:1][O:2][c:3]1[cH:4][cH:5][c:6]([C:15](=[O:16])[O:17][CH3:18])[c:7]2[c:8]1[n:9][c:10]([CH2:12][O:13][CH3:14])[nH:11]2.[CH3:21][OH:22].[Na+:20].[OH-:19]>>[CH3:1][O:2][c:3]1[cH:4][cH:5][c:6]([C:15](=[O:16])[OH:17])[c:7]2[c:8]1[n:9][c:10]([CH2:12][O:13][CH3:14])[nH:11]2. The reactants are O=C1C=2N(C3=CC=C(C=C3N1)C(=O)O)C(=NN2)CCC (4-oxo-1-propyl-4,5-dihydro[1,2,4]triazolo[4,3-a]quinoxaline-7-carboxylic acid), Cl.Cl.CN1C(CNCC1)C1=CC=CC=C1 (1-methyl-2-phenyl piperazine dihydrochloride), ON1N=NC2=C1C=CC=C2 (1-hydroxybenzotriazole), C(O)([O-])=O.[Na+] (sodium hydrogen carbonate), Cl.CN(CCCN=C=NCC)C (1-(3-dimethylaminopropyl)-3-ethylcarbodiimide hydrochloride). Run in CN(C=O)C (N,N-dimethylformamide), C(C)N(CC)CC (triethylamine), [Cl-].[Na+].O (brine). Run at time 1 day. Product: CN1C(CN(CC1)C(=O)C=1C=C2NC(C=3N(C2=CC1)C(=NN3)CCC)=O)C3=CC=CC=C3 (7-[(4-methyl-3-phenyl piperazin-1-yl)carbonyl]-1-propyl[1,2,4]triazolo[4,3-a]quinoxalin-4(5H)-one). The yield is 83.1%. Reaction SMILES: [O:1]=[C:2]1[NH:11][C:10]2[C:5](=[CH:6][CH:7]=[C:8]([C:12]([OH:14])=O)[CH:9]=2)[N:4]2[C:15]([CH2:18][CH2:19][CH3:20])=[N:16][N:17]=[C:3]12.Cl.Cl.[CH3:23][N:24]1[CH2:29][CH2:28][NH:27][CH2:26][CH:25]1[C:30]1[CH:35]=[CH:34][CH:33]=[CH:32][CH:31]=1.ON1C2C=CC=CC=2N=N1.Cl.CN(C)CCCN=C=NCC.C(=O)([O-])O.[Na+]>[Cl-].[Na+].O.CN(C)C=O.C(N(CC)CC)C>[CH3:23][N:24]1[CH2:29][CH2:28][N:27]([C:12]([C:8]2[CH:9]=[C:10]3[C:5](=[CH:6][CH:7]=2)[N:4]2[C:15]([CH2:18][CH2:19][CH3:20])=[N:16][N:17]=[C:3]2[C:2](=[O:1])[NH:11]3)=[O:14])[CH2:26][CH:25]1[C:30]1[CH:31]=[CH:32][CH:33]=[CH:34][CH:35]=1 |f:1.2.3,5.6,7.8,9.10.11|. Reported procedure: To a mixture of 150 mg of 4-oxo-1-propyl-4,5-dihydro[1,2,4]triazolo[4,3-a]quinoxaline-7-carboxylic acid, 165 mg of 1-methyl-2-phenyl piperazine dihydrochloride, 0.24 mL of triethylamine, 112 mg of 1-hydroxybenzotriazole, and 2.25 mL of N,N-dimethylformamide was added 158 mg of 1-(3-dimethylaminopropyl)-3-ethylcarbodiimide hydrochloride, followed by stirring at room temperature for 1 day. To the reaction liquid were added a saturated aqueous sodium hydrogen carbonate solution and saturated brine,... Starting materials: CO, Nc1ncc(-c2ccc(C(=O)N3CCCC3CN3CCCC3)cc2)cc1OCc1ccccc1. Product: Nc1ncc(-c2ccc(C(=O)N3CCCC3CN3CCCC3)cc2)cc1O. Reaction SMILES: [CH3:35][OH:36].[NH2:1][c:2]1[c:3]([O:27][CH2:28][c:29]2[cH:30][cH:31][cH:32][cH:33][cH:34]2)[cH:4][c:5](-[c:8]2[cH:9][cH:10][c:11]([C:14](=[O:15])[N:16]3[CH:17]([CH2:21][N:22]4[CH2:23][CH2:24][CH2:25][CH2:26]4)[CH2:18][CH2:19][CH2:20]3)[cH:12][cH:13]2)[cH:6][n:7]1>>[NH2:1][c:2]1[c:3]([OH:27])[cH:4][c:5](-[c:8]2[cH:9][cH:10][c:11]([C:14](=[O:15])[N:16]3[CH:17]([CH2:21][N:22]4[CH2:23][CH2:24][CH2:25][CH2:26]4)[CH2:18][CH2:19][CH2:20]3)[cH:12][cH:13]2)[cH:6][n:7]1. Reactants: COC(C=1C(C(=O)OC)=CC(=C(C1)NC1=C(C=C(C=C1)OC)OC)NC1=C(C=C(C=C1)OC)OC)=O (4,5-bis(2,4-dimethoxy-anilino)phthalic acid dimethylester), CO (methanol), [Li] (lithium), O=C1C(O)=C([O-])[C@H](O1)[C@@H](O)CO.[Na+] (sodium ascorbate). Solvent: O (water). Yields the product COC1=C(NC=2C=C(C(C(=O)O)=CC2NC2=C(C=C(C=C2)OC)OC)C(=O)O)C=CC(=C1)OC (4,5-bis(2,4-dimethoxy-anilino)phthalic acid). RXN SMILES: C[O:2][C:3](=[O:36])[C:4]1[C:5](=[CH:10][C:11]([NH:25][C:26]2[CH:31]=[CH:30][C:29]([O:32][CH3:33])=[CH:28][C:27]=2[O:34][CH3:35])=[C:12]([NH:14][C:15]2[CH:20]=[CH:19][C:18]([O:21][CH3:22])=[CH:17][C:16]=2[O:23][CH3:24])[CH:13]=1)[C:6]([O:8]C)=[O:7].CO.[Li].O=C1O[C@H]([C@H](CO)O)C([O-])=C1O.[Na+]>O>[CH3:35][O:34][C:27]1[CH:28]=[C:29]([O:32][CH3:33])[CH:30]=[CH:31][C:26]=1[NH:25][C:11]1[CH:10]=[C:5]([C:6]([OH:8])=[O:7])[C:4](=[CH:13][C:12]=1[NH:14][C:15]1[CH:20]=[CH:19][C:18]([O:21][CH3:22])=[CH:17][C:16]=1[O:23][CH3:24])[C:3]([OH:36])=[O:2] |f:3.4,^1:38|. Reported procedure: A steady stream of argon is passed through a suspension of 260 mg (0.6 mmol) of 4,5-bis(2,4-dimethoxy-anilino)phthalic acid dimethylester in 2 mlof methanol, and a solution of 101 mg (2.4 mmol, 4 eq) of lithium hydroxidemonohydrate and 10 mg sodium ascorbate in 1 ml of water is added. The reaction mixture is heated to reflux for 10 hours, cooled to RT, and the methanol is removed by evaporation. The resulting mixture is poured onto 20 ml of 4N hydrochloric acid, the red suspension is filtered an... Reactants: C(C)(CC)C1=CC(=CC(=C1OCC(=O)O)Cl)Cl (6-sec-butyl-2,4-dichlorophenoxy-acetic acid), S(=O)(Cl)Cl (thionyl chloride). Yields the product C(C)(CC)C1=CC(=CC(=C1OCC(=O)Cl)Cl)Cl (6-sec-butyl-2,4-dichlorophenoxy-acetyl chloride). Reaction SMILES: [CH:1]([C:5]1[C:10]([O:11][CH2:12][C:13](O)=[O:14])=[C:9]([Cl:16])[CH:8]=[C:7]([Cl:17])[CH:6]=1)([CH2:3][CH3:4])[CH3:2].S(Cl)([Cl:20])=O>>[CH:1]([C:5]1[C:10]([O:11][CH2:12][C:13]([Cl:20])=[O:14])=[C:9]([Cl:16])[CH:8]=[C:7]([Cl:17])[CH:6]=1)([CH2:3][CH3:4])[CH3:2]. Procedure details: A mixture of 5.8 g of the product of Step C and 40 ml of thionyl chloride was refluxed for 2 hours and was evaporated to dryness under reduced pressure. The oil residue was washed with benzene and evaporated to dryness under reduced pressure to obtain 6.2 g of the desired product which was used as is for the next step.